This data is from the Open Reaction Database (ORD), a public repository of structured organic reaction records. The task is: describe an organic reaction: reactants, conditions, products, and yield Reactants: Cl[Si](C)(C)C (chlorotrimethylsilane), C(C)(C)OC(C)C (diisopropylether), CN(C1(CCC(CC1)NC(=O)C1=NN(N=C1C)C1=CC=CC=C1)C1=CC=CC=C1)C (5-methyl-2-phenyl-2H-[1,2,3]triazole-4-carboxylic acid (4-dimethylamino-4-phenylcyclohexyl)amide), Cl (hydrochloride). The solvent is O (water), CC(CC)=O (2-butanone), C(C)(=O)OCC (ethyl acetate). Yields the product Cl.CN(C1(CCC(CC1)NC(=O)C1=NN(N=C1C)C1=CC=CC=C1)C1=CC=CC=C1)C (5-methyl-2-phenyl-2H-[1,2,3]triazole-4-carboxylic acid (4-dimethylamino-4-phenylcyclohexyl)amide hydrochloride). RXN SMILES: [CH3:1][N:2]([CH3:30])[C:3]1([C:24]2[CH:29]=[CH:28][CH:27]=[CH:26][CH:25]=2)[CH2:8][CH2:7][CH:6]([NH:9][C:10]([C:12]2[C:16]([CH3:17])=[N:15][N:14]([C:18]3[CH:23]=[CH:22][CH:21]=[CH:20][CH:19]=3)[N:13]=2)=[O:11])[CH2:5][CH2:4]1.Cl.[Cl:32][Si](C)(C)C.C(OC(C)C)(C)C>CC(=O)CC.C(OCC)(=O)C.O>[ClH:32].[CH3:30][N:2]([CH3:1])[C:3]1([C:24]2[CH:29]=[CH:28][CH:27]=[CH:26][CH:25]=2)[CH2:8][CH2:7][CH:6]([NH:9][C:10]([C:12]2[C:16]([CH3:17])=[N:15][N:14]([C:18]3[CH:19]=[CH:20][CH:21]=[CH:22][CH:23]=3)[N:13]=2)=[O:11])[CH2:5][CH2:4]1 |f:7.8|. Procedure: As described for Example 120, 238 mg of the polar diastereoisomer of 5-methyl-2-phenyl-2H-[1,2,3]triazole-4-carboxylic acid (4-dimethylamino-4-phenylcyclohexyl)amide were also obtained, which, dissolved in 5 ml 2-butanone and 5 ml ethyl acetate, were converted into the corresponding hydrochloride by adding 10.6 μl water, 75 μl chlorotrimethylsilane and 10 ml diisopropylether (165 mg of white solid).